This data is from the Open Reaction Database (ORD), a public repository of structured organic reaction records. The task is: describe an organic reaction: reactants, conditions, products, and yield Starting materials: ClC1=CC=C(C=C1)N (4-Chloro-phenylamine), N(=[N+]=[N-])C1=C(C(=O)Cl)C=CC(=C1)F (2-Azido-4-fluoro-benzoyl chloride), C(=O)(O)[O-].[Na+] (NaHCO3). The solvent is C(Cl)Cl (CH2Cl2). Reaction conditions: time 14 hour. The product is N(=[N+]=[N-])C1=C(C(=O)NC2=CC=C(C=C2)Cl)C=CC(=C1)F (2-Azido-N-(4-chloro-phenyl)-4-fluoro-benzamide). The yield is 64.0%. RXN SMILES: [N:1]([C:4]1[CH:12]=[C:11]([F:13])[CH:10]=[CH:9][C:5]=1[C:6](Cl)=[O:7])=[N+:2]=[N-:3].[Cl:14][C:15]1[CH:20]=[CH:19][C:18]([NH2:21])=[CH:17][CH:16]=1.C([O-])(O)=O.[Na+]>C(Cl)Cl>[N:1]([C:4]1[CH:12]=[C:11]([F:13])[CH:10]=[CH:9][C:5]=1[C:6]([NH:21][C:18]1[CH:19]=[CH:20][C:15]([Cl:14])=[CH:16][CH:17]=1)=[O:7])=[N+:2]=[N-:3] |f:2.3|. Procedure details: 2-Azido-4-fluoro-benzoic acid (3.01 g, 17 mmol; Barral, Karine; Moorhouse, Adam D.; Moses, John E. Organic Letters (2007), 9(9), 1809-1811) was dissolved at ambient temperature in thionyl chloride (27.3 ml) under an argon atmosphere. The reaction mixture was heated to 80° C. for 1.5 h and brought to dryness under reduced pressure to give 2-azido-4-fluoro-benzoyl chloride as orange oil. 2-Azido-4-fluoro-benzoyl chloride was dissolved at ambient temperature in CH2Cl2 (23 ml) under an argon atmosph... Starting materials: O=C([O-])[O-], CC#N, Cc1ccc(S(=O)(=O)c2nc(C3(Cl)CC3)ns2)cc1, Cc1cc(N)c(Cl)cc1O, [K+], [K+]. Product: Cc1cc(N)c(Cl)cc1Oc1nc(C2(Cl)CC2)ns1. As a reaction SMILES: [C:11](=[O:12])([O-:13])[O-:14].[CH3:36][C:37]#[N:38].[Cl:17][C:18]1([c:21]2[n:22][s:23][c:24]([S:26]([c:27]3[cH:28][cH:29][c:30]([CH3:31])[cH:32][cH:33]3)(=[O:34])=[O:35])[n:25]2)[CH2:19][CH2:20]1.[Cl:1][c:2]1[c:3]([NH2:4])[cH:5][c:6]([CH3:10])[c:7]([OH:9])[cH:8]1.[K+:15].[K+:16]>>[Cl:1][c:2]1[c:3]([NH2:4])[cH:5][c:6]([CH3:10])[c:7]([O:9][c:24]2[s:23][n:22][c:21]([C:18]3([Cl:17])[CH2:19][CH2:20]3)[n:25]2)[cH:8]1. Reactants: ( c ), C(CCCCCCCCCCCCCCC)(=O)OCC(C(=O)OCC1=CC=CC=C1)OC(CCCCCCCCCCCCCCC)=O (3-(benzyloxy)-3-oxopropane-1,2diyl dipalmitate). Run in C(C)(=O)OCC (ethyl acetate). Yields the product C(CCCCCCCCCCCCCCC)(=O)OC(C(=O)O)COC(CCCCCCCCCCCCCCC)=O (2,3-bis(palmitoyloxy)propanoic acid). Reaction SMILES: [C:1]([O:18][CH2:19][CH:20]([O:31][C:32](=[O:48])[CH2:33][CH2:34][CH2:35][CH2:36][CH2:37][CH2:38][CH2:39][CH2:40][CH2:41][CH2:42][CH2:43][CH2:44][CH2:45][CH2:46][CH3:47])[C:21]([O:23]CC1C=CC=CC=1)=[O:22])(=[O:17])[CH2:2][CH2:3][CH2:4][CH2:5][CH2:6][CH2:7][CH2:8][CH2:9][CH2:10][CH2:11][CH2:12][CH2:13][CH2:14][CH2:15][CH3:16]>C(OCC)(=O)C>[C:32]([O:31][CH:20]([CH2:19][O:18][C:1](=[O:17])[CH2:2][CH2:3][CH2:4][CH2:5][CH2:6][CH2:7][CH2:8][CH2:9][CH2:10][CH2:11][CH2:12][CH2:13][CH2:14][CH2:15][CH3:16])[C:21]([OH:23])=[O:22])(=[O:48])[CH2:33][CH2:34][CH2:35][CH2:36][CH2:37][CH2:38][CH2:39][CH2:40][CH2:41][CH2:42][CH2:43][CH2:44][CH2:45][CH2:46][CH3:47]. Reported procedure: For example, idebenone dipalmitoyl glycerate may be prepared by a method comprising the steps of (a) subjecting benzyl acrylate to a dihydroxylation reaction to form benzyl 2,3-dihydroxypropanoate; (b) reacting the benzyl 2,3-dihydroxypropanoate with palmitoyl chloride to form 3-(benzyloxy)-3-oxopropane-1,2diyl dipalmitate; (c) reacting the 3-(benzyloxy)-3-oxopropane-1,2diyl dipalmitate with ethyl acetate to form 2,3-bis(palmitoyloxy)propanoic acid; and (d) reacting the 2,3-bis(palmitoyloxy)prop... Reactants: CC(C)(C)Nc1ncccc1N, CCN(C(C)C)C(C)C, ClCCl, O=C(Cl)c1cccc(F)c1F. Yields the product CC(C)(C)Nc1ncccc1NC(=O)c1cccc(F)c1F. Reaction SMILES: [C:1]([CH3:2])([CH3:3])([CH3:4])[NH:5][c:6]1[n:7][cH:8][cH:9][cH:10][c:11]1[NH2:12].[CH:13]([N:14]([CH2:15][CH3:16])[CH:17]([CH3:18])[CH3:19])([CH3:20])[CH3:21].[Cl:33][CH2:34][Cl:35].[F:22][c:23]1[c:24]([C:25](=[O:26])[Cl:27])[cH:28][cH:29][cH:30][c:31]1[F:32]>>[C:1]([CH3:2])([CH3:3])([CH3:4])[NH:5][c:6]1[n:7][cH:8][cH:9][cH:10][c:11]1[NH:12][C:25]([c:24]1[c:23]([F:22])[c:31]([F:32])[cH:30][cH:29][cH:28]1)=[O:26].